Dataset: the Open Reaction Database (ORD), a public repository of structured organic reaction records. Task: describe an organic reaction: reactants, conditions, products, and yield The reactants are BrC1=CC(=C(C=C1)CBr)CC (4-bromo-1-bromomethyl-2-ethyl-benzene), N1CCCC1 (pyrrolidine). The solvent is C(Cl)Cl (CH2Cl2). Reaction conditions: time 15 hour. Product: BrC1=CC(=C(CN2CCCC2)C=C1)CC (1-(4-Bromo-2-ethyl-benzyl)-pyrrolidine). The yield is 67.4%. As a reaction SMILES: [Br:1][C:2]1[CH:7]=[CH:6][C:5]([CH2:8]Br)=[C:4]([CH2:10][CH3:11])[CH:3]=1.[NH:12]1[CH2:16][CH2:15][CH2:14][CH2:13]1>C(Cl)Cl>[Br:1][C:2]1[CH:7]=[CH:6][C:5]([CH2:8][N:12]2[CH2:16][CH2:15][CH2:14][CH2:13]2)=[C:4]([CH2:10][CH3:11])[CH:3]=1. Procedure details: To a solution of 4-bromo-1-bromomethyl-2-ethyl-benzene (2.00 g, 7.19 mmol) in CH2Cl2 (30 mL) was added dropwise pyrrolidine (1.19 mL, 14.4 mmol). The mixture was stirred for 15 hours, and then partitioned between Et2O and H2O. The organic layer was washed with brine, dried over MgSO4, and concentrated to yield a yellow oil (1.3 g, 68%). 1H NMR (300 MHz, CDCl3): δ 1.19 (t, J=7.5 Hz, 3 H), 1.76 (m, 4 H), 2.47 (m, 4 H), 2.69 (q, J=7.5 Hz, 2 H), 3.54 (s, 2 H), 7.19 (m, 1 H), 7.25 (m, 1 H), 7.29 (d, ... Starting materials: COC(=O)C1CN(C(C1)=O)C1=CC(=C(C=C1)OCC1=CC(=CC=C1)F)C ((4-(3-fluoro-benzyloxy)-3-methyl-phenyl)-5-oxo-pyrrolidine-3-carboxylic acid methyl ester), CN (methylamine). Solvent: C(C)O (ethanol). Product: CNC(=O)C1CN(C(C1)=O)C1=CC(=C(C=C1)OCC1=CC(=CC=C1)F)C ((4-(3-fluoro-benzyloxy)-3-methyl-phenyl)-5-oxo-pyrrolidine-3-carboxylic acid methyl amide). As a reaction SMILES: C[O:2][C:3]([CH:5]1[CH2:9][C:8](=[O:10])[N:7]([C:11]2[CH:16]=[CH:15][C:14]([O:17][CH2:18][C:19]3[CH:24]=[CH:23][CH:22]=[C:21]([F:25])[CH:20]=3)=[C:13]([CH3:26])[CH:12]=2)[CH2:6]1)=O.[CH3:27][NH2:28]>C(O)C>[CH3:27][NH:28][C:3]([CH:5]1[CH2:9][C:8](=[O:10])[N:7]([C:11]2[CH:16]=[CH:15][C:14]([O:17][CH2:18][C:19]3[CH:24]=[CH:23][CH:22]=[C:21]([F:25])[CH:20]=3)=[C:13]([CH3:26])[CH:12]=2)[CH2:6]1)=[O:2]. Reported procedure: In analogy to the aminolysis described in Example 1e), the (RS)-1-[(4-(3-fluoro-benzyloxy)-3-methyl-phenyl)-5-oxo-pyrrolidine-3-carboxylic acid methyl ester is treated in a sealed tube with methylamine in ethanol at 60° C. for 18 h to yield the (RS)-1-[(4-(3-fluoro-benzyloxy)-3-methyl-phenyl)-5-oxo-pyrrolidine-3-carboxylic acid methyl amide as a light yellow solid; MS: m/e=357 (M+H)+.